This data is from the Open Reaction Database (ORD), a public repository of structured organic reaction records. The task is: describe an organic reaction: reactants, conditions, products, and yield Starting materials: C(C)(C)(C)OC(=O)N(C(=O)OC(C)(C)C)C=1OCC2(C3=CC(=CC=C3OCC23COC3)B3OC(C(O3)(C)C)(C)C)N1 (di-tert-butyl[6′-(4,4,5,5-tetramethyl-1,3,2-dioxaborolan-2-yl)dispiro[1,3-oxazole-4,4′-chromene-3′,3″-oxetan]-2-yl]imidodicarbonate), BrC=1C=NC=C(C1)C#CCOC (3-bromo-5-(3-methoxyprop-1-yn-1-yl)pyridine), C(=O)([O-])[O-].[Na+].[Na+] (Na2CO3), O1CCOCC1 (dioxane). The reagents and catalysts are C=1C=CC(=CC1)[P](C=2C=CC=CC2)(C=3C=CC=CC3)[Pd]([P](C=4C=CC=CC4)(C=5C=CC=CC5)C=6C=CC=CC6)([P](C=7C=CC=CC7)(C=8C=CC=CC8)C=9C=CC=CC9)[P](C=1C=CC=CC1)(C=1C=CC=CC1)C=1C=CC=CC1 (tetrakis(triphenylphosphine)palladium(0)). Run in O (water), O (water). Conditions: temperature 110 celsius, time 3 hour. Yields the product COCC#CC=1C=C(C=NC1)C=1C=C2C3(N=C(OC3)N(C(=O)OC(C)(C)C)C(=O)OC(C)(C)C)C3(COC3)COC2=CC1 (di-tert-butyl {6′-[5-(3-methoxyprop-1-yn-1-yl)pyridin-3-yl]dispiro[1,3-oxazole-4,4′-chromene-3′,3″-oxetan]-2-yl}imidodicarbonate). Reaction SMILES: [C:1]([O:5][C:6]([N:8]([C:16]1[O:17][CH2:18][C:19]2([N:41]=1)[C:28]1([CH2:31][O:30][CH2:29]1)[CH2:27][O:26][C:25]1[C:20]2=[CH:21][C:22](B2OC(C)(C)C(C)(C)O2)=[CH:23][CH:24]=1)[C:9]([O:11][C:12]([CH3:15])([CH3:14])[CH3:13])=[O:10])=[O:7])([CH3:4])([CH3:3])[CH3:2].Br[C:43]1[CH:44]=[N:45][CH:46]=[C:47]([C:49]#[C:50][CH2:51][O:52][CH3:53])[CH:48]=1.C([O-])([O-])=O.[Na+].[Na+].O1CCOCC1>C1C=CC([P]([Pd]([P](C2C=CC=CC=2)(C2C=CC=CC=2)C2C=CC=CC=2)([P](C2C=CC=CC=2)(C2C=CC=CC=2)C2C=CC=CC=2)[P](C2C=CC=CC=2)(C2C=CC=CC=2)C2C=CC=CC=2)(C2C=CC=CC=2)C2C=CC=CC=2)=CC=1.O>[CH3:53][O:52][CH2:51][C:50]#[C:49][C:47]1[CH:48]=[C:43]([C:22]2[CH:21]=[C:20]3[C:25](=[CH:24][CH:23]=2)[O:26][CH2:27][C:28]2([CH2:31][O:30][CH2:29]2)[C:19]23[CH2:18][O:17][C:16]([N:8]([C:6]([O:5][C:1]([CH3:3])([CH3:4])[CH3:2])=[O:7])[C:9]([O:11][C:12]([CH3:15])([CH3:13])[CH3:14])=[O:10])=[N:41]2)[CH:44]=[N:45][CH:46]=1 |f:2.3.4,^1:69,71,90,109|. Procedure: Under argon atmosphere, a mixture of di-tert-butyl[6′-(4,4,5,5-tetramethyl-1,3,2-dioxaborolan-2-yl)dispiro[1,3-oxazole-4,4′-chromene-3′,3″-oxetan]-2-yl]imidodicarbonate (213 mg, 0.372 mmol), 3-bromo-5-(3-methoxyprop-1-yn-1-yl)pyridine (252 mg, 1.12 mmol), Na2CO3 (158 mg, 1.49 mmol), tetrakis(triphenylphosphine)palladium(0) (21.5 mg, 0.019 mmol), dioxane (3.4 mL) and water (0.85 mL) was stirred for 3 hours at 110° C. The reaction mixture was cooled down to ambient temperature, and water was added...